Dataset: the Open Reaction Database (ORD), a public repository of structured organic reaction records. Task: describe an organic reaction: reactants, conditions, products, and yield Reactants: C1(=CC=CC=C1)S(=O)(=O)N1C(=CC=2C(=NC=CC21)Cl)CBr (1-benzenesulfonyl-2-bromomethyl-4-chloro-1H-pyrrolo[3,2-c]pyridine), product, [H-].[Na+] (Sodium hydride), C(C)(C)(C)OC(N[C@@H]1C(NCC1)=O)=O ([2-oxopyrrolidin-3-(S)-yl]-carbamic acid tert-butyl ester). Solvent: CN(C)C=O (DMF), CN(C)C=O (DMF). Conditions: time 10 minute. The product is C(C)(C)(C)OC(N[C@@H]1C(N(CC1)CC1=CC=2C(=NC=CC2N1S(=O)(=O)C1=CC=CC=C1)Cl)=O)=O ([1-(1-Benzenesulfonyl-4-chloro-1H-pyrrolo[3,2-c]pyridin-2-ylmethyl)-2-oxopyrrolid-3-(S)-yl]-carbamic acid tert-butyl ester). Reaction SMILES: [H-].[Na+].[C:3]([O:7][C:8](=[O:16])[NH:9][C@H:10]1[CH2:14][CH2:13][NH:12][C:11]1=[O:15])([CH3:6])([CH3:5])[CH3:4].[C:17]1([S:23]([N:26]2[C:34]3[CH:33]=[CH:32][N:31]=[C:30]([Cl:35])[C:29]=3[CH:28]=[C:27]2[CH2:36]Br)(=[O:25])=[O:24])[CH:22]=[CH:21][CH:20]=[CH:19][CH:18]=1>CN(C=O)C>[C:3]([O:7][C:8](=[O:16])[NH:9][C@H:10]1[CH2:14][CH2:13][N:12]([CH2:36][C:27]2[N:26]([S:23]([C:17]3[CH:22]=[CH:21][CH:20]=[CH:19][CH:18]=3)(=[O:25])=[O:24])[C:34]3[CH:33]=[CH:32][N:31]=[C:30]([Cl:35])[C:29]=3[CH:28]=2)[C:11]1=[O:15])([CH3:6])([CH3:4])[CH3:5] |f:0.1|. Procedure: Sodium hydride (0.081 g, 2.02 mmol, 60% mineral oil dispersion) is added to a solution of [2-oxopyrrolidin-3-(S)-yl]-carbamic acid tert-butyl ester (0.404 g, 2.02 mmol) in DMF (5 mL) at 0° C. The mixture is stirred for 10 minutes, then cannulated dropwise to a solution of 1-benzenesulfonyl-2-bromomethyl-4-chloro-1H-pyrrolo[3,2-c]pyridine (0.74 g, 1.92 mmol) in DMF (10 mL) at 0° C. The resulting yellow solution is stirred for 1 hour at 0° C. then quenched with saturated ammonium chloride solution... The product is O=Cc1[nH]cc(F)c1F. Reactants: CC(=O)[O-], ClCCl, Fc1c[nH]cc1F, [Na+], CN(C)C=O, O, O=P(Cl)(Cl)Cl. RXN SMILES: [C:18]([O-:19])(=[O:20])[CH3:21].[Cl:23][CH2:24][Cl:25].[F:11][c:12]1[cH:13][nH:14][cH:15][c:16]1[F:17].[Na+:22].[O:1]=[CH:2][N:3]([CH3:4])[CH3:5].[OH2:26].[P:6]([Cl:7])([Cl:8])([Cl:9])=[O:10]>>[O:1]=[CH:2][c:13]1[c:12]([F:11])[c:16]([F:17])[cH:15][nH:14]1. Reactants: C(N)([O-])=O (racemic carbamate), FC1=CC=C(C(=O)N[C@H]2[C@@H](CCCC3=C2C=C(C=C3)N3CCN(CC3)C3COC3)O)C=C1 (racemic-trans-4-fluoro-N-[8-hydroxy-2-[4-(oxetan-3-yl)piperazin-1-yl]-6,7,8,9-tetrahydro-5H-benzo[7]annulen-9-yl]benzamide), CNC([O-])=O (N-methylcarbamate). Run in ClCCl (dichloromethane), CO (methanol). Yields the product FC1=CC=C(C(=O)N[C@@H]2[C@H](CCCC3=C2C=C(C=C3)N3CCN(CC3)C3COC3)OC(NC)=O)C=C1 ([(8S,9S)-9-[(4-Fluorobenzoyl)amino]-2-[4-(oxetan-3-yl)piperazin-1-yl]-6,7,8,9-tetrahydro-5H-benzo[7]annulen-8-yl]N-methylcarbamate). As a reaction SMILES: C(=O)([O-])N.[F:5][C:6]1[CH:36]=[CH:35][C:9]([C:10]([NH:12][C@@H:13]2[C:19]3[CH:20]=[C:21]([N:24]4[CH2:29][CH2:28][N:27]([CH:30]5[CH2:33][O:32][CH2:31]5)[CH2:26][CH2:25]4)[CH:22]=[CH:23][C:18]=3[CH2:17][CH2:16][CH2:15][C@H:14]2[OH:34])=[O:11])=[CH:8][CH:7]=1.[CH3:37][NH:38][C:39](=O)[O-:40]>ClCCl.CO>[F:5][C:6]1[CH:7]=[CH:8][C:9]([C:10]([NH:12][C@H:13]2[C:19]3[CH:20]=[C:21]([N:24]4[CH2:29][CH2:28][N:27]([CH:30]5[CH2:33][O:32][CH2:31]5)[CH2:26][CH2:25]4)[CH:22]=[CH:23][C:18]=3[CH2:17][CH2:16][CH2:15][C@@H:14]2[O:34][C:39](=[O:40])[NH:38][CH3:37])=[O:11])=[CH:35][CH:36]=1. Procedure details: Prepare the racemic carbamate using racemic-trans-4-fluoro-N-[8-hydroxy-2-[4-(oxetan-3-yl)piperazin-1-yl]-6,7,8,9-tetrahydro-5H-benzo[7]annulen-9-yl]benzamide by essentially following the procedure for Example 1, above. LC-ES/MS m/z 497 [M+H]+. Dissolve racemic-trans-9-[(4-fluorobenzoyl)amino]-2-[4-(oxetan-3-yl)piperazin-1-yl]-6,7,8,9-tetrahydro-5H-benzo[7]annulen-8-yl]N-methylcarbamate (1.03 g) in dichloromethane (8 mL) and methanol (3 mL). Separate the enantiomers in 300 μL portions by SFC on ...